Dataset: the Open Reaction Database (ORD), a public repository of structured organic reaction records. Task: describe an organic reaction: reactants, conditions, products, and yield The reactants are C[O-].[Na+] (sodium methylate), ClC(C(C1=CC=C(C=C1)F)C1=C(C=CC=C1)F)N1N=CN=C1 (1-chloro-1(1,2,4-triazol-1-yl)-2-(2-fluorophenyl)-2-(4-fluorophenyl)-ethane), O (water). Reagents/catalysts: [I-].[K+] (potassium iodide). Run in CO (methanol). The product is N1(N=CN=C1)C=C(C1=CC=C(C=C1)F)C1=C(C=CC=C1)F (1-(1,2,4-triazol-1-yl)-2-(2-fluorophenyl)-2-(4-fluorophenyl)-ethene). Isolated yield 89.3%. RXN SMILES: C[O-].[Na+].Cl[CH:5]([N:21]1[CH:25]=[N:24][CH:23]=[N:22]1)[CH:6]([C:14]1[CH:19]=[CH:18][CH:17]=[CH:16][C:15]=1[F:20])[C:7]1[CH:12]=[CH:11][C:10]([F:13])=[CH:9][CH:8]=1.O>CO.[I-].[K+]>[N:21]1([CH:5]=[C:6]([C:14]2[CH:19]=[CH:18][CH:17]=[CH:16][C:15]=2[F:20])[C:7]2[CH:8]=[CH:9][C:10]([F:13])=[CH:11][CH:12]=2)[CH:25]=[N:24][CH:23]=[N:22]1 |f:0.1,5.6|. Reported procedure: 28.6 g of sodium methylate and 0.2 g of potassium iodide are added to a solution of 84.7 g of 1-chloro-1(1,2,4-triazol-1-yl)-2-(2-fluorophenyl)-2-(4-fluorophenyl)-ethane in 500 ml of methanol. After the reaction mixture has been refluxed for one hour, 300 ml of water are added to the solution, which is extracted several times by shaking with methyl tert-butyl ether. The organic phase separated off is washed twice with water, then dried over sodium sulfate and evaporated down, 67 g (89%) of 1-(1,... Reported procedure: In a manner similar to Example 1g, by reacting 900 mg (2.6 mmol) of dimethyl 4-[3-(3-methyl-4-hydroxyphenyl)propyl]phthalate with 400 mg (2.9 mmol) of potassium carbonate and 390 μl (2.9 mmol) of 1-bromopinacolone. A colorless oil is obtained (m=910 mg; y=79%). RXN SMILES: [CH3:1][C:2]1[CH:3]=[C:4]([CH2:9][CH2:10][CH2:11][C:12]2[CH:13]=[C:14]([C:22]([O:24][CH3:25])=[O:23])[C:15](=[CH:20][CH:21]=2)[C:16]([O:18][CH3:19])=[O:17])[CH:5]=[CH:6][C:7]=1[OH:8].C(=O)([O-])[O-].[K+].[K+].Br[CH2:33][C:34](=[O:39])[C:35]([CH3:38])([CH3:37])[CH3:36]>>[CH3:36][C:35]([CH3:38])([CH3:37])[C:34](=[O:39])[CH2:33][O:8][C:7]1[CH:6]=[CH:5][C:4]([CH2:9][CH2:10][CH2:11][C:12]2[CH:13]=[C:14]([C:22]([O:24][CH3:25])=[O:23])[C:15](=[CH:20][CH:21]=2)[C:16]([O:18][CH3:19])=[O:17])=[CH:3][C:2]=1[CH3:1] |f:1.2.3|. Product: CC(C(COC1=C(C=C(C=C1)CCCC=1C=C(C(C(=O)OC)=CC1)C(=O)OC)C)=O)(C)C (Dimethyl 4-{3-[4-(3,3-dimethyl-2-oxobutoxy)-3-methylphenyl]propyl}phthalate). The reactants are CC=1C=C(C=CC1O)CCCC=1C=C(C(C(=O)OC)=CC1)C(=O)OC (dimethyl 4-[3-(3-methyl-4-hydroxyphenyl)propyl]phthalate), C([O-])([O-])=O.[K+].[K+] (potassium carbonate), BrCC(C(C)(C)C)=O (1-bromopinacolone). The reactants are NC1=C2C(=CN(C2=CC=C1)CC(=O)OC(C)(C)C)CC#N (tert-Butyl [4-amino-3-(cyanomethyl)-1H-indol-1-yl]acetate), ClN1C(CCC1=O)=O (N-chlorosuccinimide). Solvent: C(Cl)Cl (CH2Cl2). Conditions: time 30 minute. Yields the product NC1=C2C(=CN(C2=CC=C1Cl)CC(=O)OC(C)(C)C)CC#N (tert-Butyl [4-amino-5-chloro-3-(cyanomethyl)-1H-indol-1-yl]acetate). As a reaction SMILES: [NH2:1][C:2]1[CH:10]=[CH:9][CH:8]=[C:7]2[C:3]=1[C:4]([CH2:19][C:20]#[N:21])=[CH:5][N:6]2[CH2:11][C:12]([O:14][C:15]([CH3:18])([CH3:17])[CH3:16])=[O:13].[Cl:22]N1C(=O)CCC1=O>C(Cl)Cl>[NH2:1][C:2]1[C:10]([Cl:22])=[CH:9][CH:8]=[C:7]2[C:3]=1[C:4]([CH2:19][C:20]#[N:21])=[CH:5][N:6]2[CH2:11][C:12]([O:14][C:15]([CH3:16])([CH3:17])[CH3:18])=[O:13]. Procedure details: To a solution of tert-butyl [4-amino-3-(cyanomethyl)-1H-indol-1-yl]acetate from Step A (150 mg, 0.526 mmol) in CH2Cl2 (5 mL) was added N-chlorosuccinimide (70 mg, 0.526 mmol). The reaction mixture was stirred at ambient temperature for 30 min, then partitioned between saturated aqueous NaHCO3 (5 mL) and CHCl3 (15 mL). The aqueous phase was extracted further with CHCl3 (15 mL) and the combined organic extracts were dried over Na2SO4, filtered, and concentrated in vacuo to give the title compound,... Starting materials: C=CCBr, [H-], COc1ccc2c(c1)C(N=[N+]=[N-])C(O)C2, [Na+], CN(C)C=O, O. Product: C=CCOC1Cc2ccc(OC)cc2C1N=[N+]=[N-]. Reaction SMILES: [CH2:18]([CH:19]=[CH2:20])[Br:21].[H-:16].[N:1](=[N+:2]=[N-:3])[CH:4]1[CH:5]([OH:15])[CH2:6][c:7]2[cH:8][cH:9][c:10]([O:13][CH3:14])[cH:11][c:12]21.[Na+:17].[O:23]=[CH:24][N:25]([CH3:26])[CH3:27].[OH2:22]>>[N:1](=[N+:2]=[N-:3])[CH:4]1[CH:5]([O:15][CH2:20][CH:19]=[CH2:18])[CH2:6][c:7]2[cH:8][cH:9][c:10]([O:13][CH3:14])[cH:11][c:12]21.